From a dataset of the Open Reaction Database (ORD), a public repository of structured organic reaction records. describe an organic reaction: reactants, conditions, products, and yield Reactants: N(=NC(=O)OC(C)(C)C)C(=O)OC(C)(C)C (di tert-butyl azodicarboxylate), ClC1=CC=C(S1)S(=O)(=O)N(C1=NNC2=CC=CC(=C12)OC)S(=O)(=O)C=1SC(=CC1)Cl (5-chloro-N-[(5-chloro-2-thienyl)sulfonyl]-N-[4-(methyloxy)-1H-indazol-3-yl]-2-thiophenesulfonamide), C1(=CC=CC=C1)P(C1=CC=CC=C1)C1=CC=CC=C1 (triphenylphosphine), Intermediate 10, CN(CCOC1=CC=C(C=C1)CO)C ((4-{[2-(dimethylamino)ethyl]oxy}phenyl)methanol). The solvent is ClCCl (dichloromethane), C1CCOC1 (THF). Reaction conditions: temperature 65 celsius. Product: ClC1=CC=C(S1)S(=O)(=O)N(C1=NN(C2=CC=CC(=C12)OC)CC1=CC=C(C=C1)OCCN(C)C)S(=O)(=O)C=1SC(=CC1)Cl (5-Chloro-N-[(5-chloro-2-thienyl)sulfonyl]-N-[1-[(4-{[2-(dimethylamino)ethyl]oxy}phenyl)methyl]-4-(methyloxy)-1H-indazol-3-yl]-2-thiophenesulfonamide). Reaction SMILES: [Cl:1][C:2]1[S:6][C:5]([S:7]([N:10]([S:22]([C:25]2[S:26][C:27]([Cl:30])=[CH:28][CH:29]=2)(=[O:24])=[O:23])[C:11]2[C:19]3[C:14](=[CH:15][CH:16]=[CH:17][C:18]=3[O:20][CH3:21])[NH:13][N:12]=2)(=[O:9])=[O:8])=[CH:4][CH:3]=1.[CH3:31][N:32]([CH3:44])[CH2:33][CH2:34][O:35][C:36]1[CH:41]=[CH:40][C:39]([CH2:42]O)=[CH:38][CH:37]=1.C1(P(C2C=CC=CC=2)C2C=CC=CC=2)C=CC=CC=1.N(C(OC(C)(C)C)=O)=NC(OC(C)(C)C)=O>C1COCC1.ClCCl>[Cl:30][C:27]1[S:26][C:25]([S:22]([N:10]([S:7]([C:5]2[S:6][C:2]([Cl:1])=[CH:3][CH:4]=2)(=[O:8])=[O:9])[C:11]2[C:19]3[C:14](=[CH:15][CH:16]=[CH:17][C:18]=3[O:20][CH3:21])[N:13]([CH2:42][C:39]3[CH:38]=[CH:37][C:36]([O:35][CH2:34][CH2:33][N:32]([CH3:31])[CH3:44])=[CH:41][CH:40]=3)[N:12]=2)(=[O:23])=[O:24])=[CH:29][CH:28]=1. Procedure: A mixture of 5-chloro-N-[(5-chloro-2-thienyl)sulfonyl]-N-[4-(methyloxy)-1H-indazol-3-yl]-2-thiophenesulfonamide (for a preparation see Intermediate 10) (0.262 g, 0.5 mmol) and (4-{[2-(dimethylamino)ethyl]oxy}phenyl)methanol (98 mg, 0.5 mmol), triphenylphosphine (197 mg, 0.75 mmol) and di tert-butyl azodicarboxylate (230 mg, 1 mmol) in THF (30 mL) was heated to 65° C. for h. LCMS indicated complete reaction. The mixture was concentrated and the residue was dissolved in methanol and applied to an ... Reactants: ClC1=NC(=CC=C1S(=O)(=O)C1=CC=C(C=C1)OC)C (2-chloro-3-(4-methoxybenzenesulfonyl)-6-methylpyridine), CC1=C(N)C(=CC(=C1)C)C (2,4,6-trimethylaniline). Run in C(CO)O (ethylene glycol). Product: COC1=CC=C(C=C1)S(=O)(=O)C=1C(=NC(=CC1)C)NC1=C(C=C(C=C1C)C)C ([3-(4-methoxybenzenesulfonyl)-6-methyl-pyridin-2-yl]-(2,4,6-trimethylphenyl)-amine). Yield: 65.5%. As a reaction SMILES: Cl[C:2]1[C:7]([S:8]([C:11]2[CH:16]=[CH:15][C:14]([O:17][CH3:18])=[CH:13][CH:12]=2)(=[O:10])=[O:9])=[CH:6][CH:5]=[C:4]([CH3:19])[N:3]=1.[CH3:20][C:21]1[CH:27]=[C:26]([CH3:28])[CH:25]=[C:24]([CH3:29])[C:22]=1[NH2:23]>C(O)CO>[CH3:18][O:17][C:14]1[CH:15]=[CH:16][C:11]([S:8]([C:7]2[C:2]([NH:23][C:22]3[C:24]([CH3:29])=[CH:25][C:26]([CH3:28])=[CH:27][C:21]=3[CH3:20])=[N:3][C:4]([CH3:19])=[CH:5][CH:6]=2)(=[O:10])=[O:9])=[CH:12][CH:13]=1. Reported procedure: 2-chloro-3-(4-methoxybenzenesulfonyl)-6-methylpyridine (1.6 g, 5.39 mmol) and 2,4,6-trimethylaniline (4.4 g, 32.8 mmol) were heated at reflux in ethylene glycol (5.5 mL) for 20 h. After cooling, the reaction was partitioned between EtOAc (100 mL) and 0.5 N NaOH (20 mL) and the aqueous layer was extracted with EtOAc (100 mL) and the combined organic extracts were washed with water, brine, dried and stripped in vacuo. The residue was chromatographed on silica gel using 20% EtOAc/hexanes as eluent ... Reactants: Cl.N(C1=CC=CC=C1)C1=CC(=NC2=CC=C3C(=C12)NC=N3)C (9-Anilino-7-methyl-1H-imidazo[4,5-f]quinoline Hydrochloride), ClC1=CC(=C(N)C=C1)C (4-chloro-2-methylaniline). The solvent is CN(C=O)C (dimethylformamide). Product: Cl.ClC1=CC(=C(NC2=CC(=NC3=CC=C4C(=C23)NC=N4)C)C=C1)C (9-(4-Chloro-2-methylanilino)-7-methyl-1H-imidazo[4,5-f]quinoline Hydrochloride). As a reaction SMILES: Cl.N([C:9]1[C:18]2[C:13](=[CH:14][CH:15]=[C:16]3[N:21]=[CH:20][NH:19][C:17]3=2)[N:12]=[C:11]([CH3:22])[CH:10]=1)C1C=CC=CC=1.[Cl:23][C:24]1[CH:30]=[CH:29][C:27]([NH2:28])=[C:26]([CH3:31])[CH:25]=1>CN(C)C=O>[ClH:23].[Cl:23][C:24]1[CH:30]=[CH:29][C:27]([NH:28][C:9]2[C:18]3[C:13](=[CH:14][CH:15]=[C:16]4[N:21]=[CH:20][NH:19][C:17]4=3)[N:12]=[C:11]([CH3:22])[CH:10]=2)=[C:26]([CH3:31])[CH:25]=1 |f:0.1,4.5|. Procedure details: A solution of 22 g. (0.1 m.) of the compound of Example I, C. and 14 g. (0.1 m.) of 4-chloro-2-methylaniline in 200 ml. of dimethylformamide was heated under reflux for 17 hours and filtered hot. The crystalline product which separated on cooling was filtered, washed with cold dimethylformamide, then ether and air-dried, giving 22 g. of straw-colored product. Recrystallization from 550 ml. of ethanol gave 14 g. m.p. 199°-206°. Reactants: COC(=O)Cl, CCN(C(C)C)C(C)C, ClCCl, COC(=O)C1CCNC(c2ccccc2)C1. Product: COC(=O)C1CCN(C(=O)OC)C(c2ccccc2)C1. As a reaction SMILES: [C:26]([O:27][CH3:28])(=[O:29])[Cl:30].[CH:17]([N:18]([CH2:19][CH3:20])[CH:21]([CH3:22])[CH3:23])([CH3:24])[CH3:25].[Cl:31][CH2:32][Cl:33].[c:1]1([CH:7]2[NH:8][CH2:9][CH2:10][CH:11]([C:13](=[O:14])[O:15][CH3:16])[CH2:12]2)[cH:2][cH:3][cH:4][cH:5][cH:6]1>>[c:1]1([CH:7]2[N:8]([C:26]([O:27][CH3:28])=[O:29])[CH2:9][CH2:10][CH:11]([C:13](=[O:14])[O:15][CH3:16])[CH2:12]2)[cH:2][cH:3][cH:4][cH:5][cH:6]1. Starting materials: ClC[Si](C)(C)C (chloromethyltrimethylsilane), CC=1C=C(C=O)C=C(C1O)C (3,5-dimethyl-4-hydroxybenzaldehyde), [Cl-].[NH4+] (ammonium chloride), [Mg] (magnesium), [Mg] (magnesium). Run in C(C)OCC (ethyl ether), C(C)OCC (ethyl ether), C(C)OCC (ethyl ether). Reaction conditions: temperature 0 celsius. The product is OC1=C(C=C(C=C1C)C(O)C[Si](C)(C)C)C (4-hydroxy-3,5-dimethyl-α-[(trimethylsilyl)-methyl]benzenemethanol). As a reaction SMILES: [Mg].Cl[CH2:3][Si:4]([CH3:7])([CH3:6])[CH3:5].[CH3:8][C:9]1[CH:10]=[C:11]([CH:14]=[C:15]([CH3:18])[C:16]=1[OH:17])[CH:12]=[O:13].[Cl-].[NH4+]>C(OCC)C>[OH:17][C:16]1[C:15]([CH3:18])=[CH:14][C:11]([CH:12]([CH2:3][Si:4]([CH3:7])([CH3:6])[CH3:5])[OH:13])=[CH:10][C:9]=1[CH3:8] |f:3.4|. Reported procedure: Mix magnesium turnings (240 mg, 10 mmol) and anhydrous ethyl ether under an inert atmosphere. Add a solution of chloromethyltrimethylsilane (1.9 g, 10 mmol) in anhydrous ethyl ether. Stir until the magnesium metal dissolves. Add a solution of 3,5-dimethyl-4-hydroxybenzaldehyde (1.5 g, 10 mmol) in anhydrous ethyl ether. Stir until reaction is complete. Cool the reaction mixture to 0° C. and add saturated ammonium chloride solution. Separate the ether layer, wash with water and dry (MgSO4). Evapor... Starting materials: Cc1cc(Br)ccc1C#N, CC(O)CS. The product is Cc1cc(SCC(C)O)ccc1C#N. RXN SMILES: [Br:1][c:2]1[cH:3][c:4]([CH3:10])[c:5]([C:6]#[N:7])[cH:8][cH:9]1.[SH:11][CH2:12][CH:13]([CH3:14])[OH:15]>>[c:2]1([S:11][CH2:12][CH:13]([CH3:14])[OH:15])[cH:3][c:4]([CH3:10])[c:5]([C:6]#[N:7])[cH:8][cH:9]1. The reactants are C(=O)([O-])[O-].[K+].[K+] (K2CO3), SC1=C2OC(OC2=C(C=2OC(OC21)(C)C)C(O)(C2=C1C(OC(O1)(C)C)=C(C1=C2OC(O1)(C)C)S)C1=C2C(OC(O2)(C)C)=C(C2=C1OC(O2)(C)C)S)(C)C (Tris(8-mercapto-2,2,6,6-tetramethylbenzo[1,2-d:4,5-d']bis(1,3)dioxole-4-yl)methanol). Solvent: CC#N (CH3CN). Yields the product C(C#C)SC1=C2OC(OC2=C(C=2OC(OC21)(C)C)C(O)(C2=C1C(OC(O1)(C)C)=C(C1=C2OC(O1)(C)C)SCC#C)C1=C2C(OC(O2)(C)C)=C(C2=C1OC(O2)(C)C)SCC#C)(C)C (Tris(8-propargylthio-2,2,6,6-tetramethyl-benzo[1,2-d:4,5-d']bis(1,3)dioxole-4-yl)methanol). Reaction SMILES: [SH:1][C:2]1[C:13]2[O:12][C:11]([CH3:15])([CH3:14])[O:10][C:9]=2[C:8]([C:16]([C:35]2[C:45]3[O:46][C:47]([CH3:50])([CH3:49])[O:48][C:44]=3[C:43]([SH:51])=[C:37]3[O:38][C:39]([CH3:42])([CH3:41])[O:40][C:36]=23)([C:18]2[C:28]3[O:29][C:30]([CH3:33])([CH3:32])[O:31][C:27]=3[C:26]([SH:34])=[C:20]3[O:21][C:22]([CH3:25])([CH3:24])[O:23][C:19]=23)[OH:17])=[C:7]2[C:3]=1[O:4][C:5]([CH3:53])([CH3:52])[O:6]2.C([O-])([O-])=O.[K+].[K+]>CC#N>[CH2:13]([S:51][C:43]1[C:37]2[O:38][C:39]([CH3:41])([CH3:42])[O:40][C:36]=2[C:35]([C:16]([C:18]2[C:28]3[O:29][C:30]([CH3:32])([CH3:33])[O:31][C:27]=3[C:26]([S:34][CH2:9][C:8]#[CH:7])=[C:20]3[O:21][C:22]([CH3:24])([CH3:25])[O:23][C:19]=23)([C:8]2[C:7]3[O:6][C:5]([CH3:53])([CH3:52])[O:4][C:3]=3[C:2]([S:1][CH2:53][C:5]#[CH:52])=[C:13]3[O:12][C:11]([CH3:14])([CH3:15])[O:10][C:9]=23)[OH:17])=[C:45]2[C:44]=1[O:48][C:47]([CH3:50])([CH3:49])[O:46]2)[C:2]#[CH:3] |f:1.2.3|. Procedure: Tris(8-mercapto-2,2,6,6-tetramethylbenzo[1,2-d:4,5-d']bis(1,3)dioxole-4-yl)methanol (0.400 g, 0.50761 mmol (Example 31)) was added to a solution consisting of CH3CN (50 mL), K2CO3 (5.0 g) and BrCH2CCH (2.389 g, 2.284 mmol) at -5° C. under argon. The cooling bath was removed and the temperature increased to +23° C. A 1H NMR control of a small sample 20 minutes after the removal showed conversion to be complete. Diethyl ether (50 mL) was added and the solution was filtered. The solvents were evapo... Starting materials: O=C([O-])[O-], Cc1c[nH]c(C)n1, O=C(CCl)N1CCN(c2ccc(Cl)cc2)CC1, [K+], [K+], CN(C)C=O. The product is Cc1cn(CC(=O)N2CCN(c3ccc(Cl)cc3)CC2)c(C)n1. RXN SMILES: [C:8](=[O:9])([O-:10])[O-:11].[CH3:1][c:2]1[nH:3][cH:4][c:5]([CH3:7])[n:6]1.[Cl:14][CH2:15][C:16](=[O:17])[N:18]1[CH2:19][CH2:20][N:21]([c:24]2[cH:25][cH:26][c:27]([Cl:30])[cH:28][cH:29]2)[CH2:22][CH2:23]1.[K+:12].[K+:13].[O:31]=[CH:32][N:33]([CH3:34])[CH3:35]>>[CH3:1][c:2]1[n:3]([CH2:15][C:16](=[O:17])[N:18]2[CH2:19][CH2:20][N:21]([c:24]3[cH:25][cH:26][c:27]([Cl:30])[cH:28][cH:29]3)[CH2:22][CH2:23]2)[cH:4][c:5]([CH3:7])[n:6]1.